The task is: describe an organic reaction: reactants, conditions, products, and yield. This data is from the Open Reaction Database (ORD), a public repository of structured organic reaction records. Starting materials: [Al], Fc1ccc(C2=CC3(CCN(c4ncc(Br)s4)CC3)Oc3ccccc32)cc1, CNCCNC, ClCCl, [Cu]I, CCOC(=O)Cn1ccn(-c2cnc(N3CCC4(C=C(c5ccc(F)cc5)c5ccccc5O4)CC3)s2)c1=O, [K+], [K+], [K+], N#N, CCOC(=O)Cn1cc[nH]c1=O, C1COCCO1, O=P([O-])([O-])[O-]. The product is O=C(O)Cn1ccn(-c2cnc(N3CCC4(C=C(c5ccc(F)cc5)c5ccccc5O4)CC3)s2)c1=O. Reaction SMILES: [Al:96].[Br:40][c:41]1[s:42][c:43]([N:44]2[CH2:45][CH2:46][C:47]3([CH:48]=[C:49]([c:50]4[cH:51][cH:52][c:53]([F:54])[cH:55][cH:56]4)[c:57]4[c:58]([cH:59][cH:60][cH:61][cH:62]4)[O:63]3)[CH2:64][CH2:65]2)[n:66][cH:67]1.[CH3:90][NH:91][CH2:92][CH2:93][NH:94][CH3:95].[Cl:103][CH2:104][Cl:105].[Cu:106][I:107].[F:1][c:2]1[cH:3][cH:4][c:5]([C:8]2=[CH:9][C:10]3([O:11][c:12]4[cH:13][cH:14][cH:15][cH:16][c:17]42)[CH2:18][CH2:19][N:20]([c:23]2[s:24][c:25](-[n:28]4[c:29](=[O:39])[n:30]([CH2:33][C:34](=[O:35])[O:36][CH2:37][CH3:38])[cH:31][cH:32]4)[cH:26][n:27]2)[CH2:21][CH2:22]3)[cH:6][cH:7]1.[K+:85].[K+:86].[K+:87].[N:88]#[N:89].[O:68]=[c:69]1[nH:70][cH:71][cH:72][n:73]1[CH2:74][C:75]([O:76][CH2:77][CH3:78])=[O:79].[O:97]1[CH2:98][CH2:99][O:100][CH2:101][CH2:102]1.[P:80]([O-:81])([O-:82])([O-:83])=[O:84]>>[F:1][c:2]1[cH:3][cH:4][c:5]([C:8]2=[CH:9][C:10]3([O:11][c:12]4[cH:13][cH:14][cH:15][cH:16][c:17]42)[CH2:18][CH2:19][N:20]([c:23]2[s:24][c:25](-[n:28]4[c:29](=[O:39])[n:30]([CH2:33][C:34](=[O:35])[OH:36])[cH:31][cH:32]4)[cH:26][n:27]2)[CH2:21][CH2:22]3)[cH:6][cH:7]1. The reactants are C1=CC(=CC=C1[N+](=O)[O-])O (p-nitrophenol), C(CCC)Br (n-butyl bromide), C([O-])([O-])=O.[K+].[K+] (potassium carbonate). The product is C(CCC)OC1=CC=C(C=C1)[N+](=O)[O-] (p-(n-Butoxy)nitrobenzene). Run in CC(=O)C (acetone). Procedure: To a solution of p-nitrophenol (56.0 g. 0.4 mole) in acetone (400 ml.) was added n-butyl bromide (60.0 g., 0.44 mole) and potassium carbonate (anhydrous, 56.0 g., 0.4 mole). The mixture was heated on the steam bath for 48.0 hours. The acetone was removed from the reaction mixture in vacuo. Then, water (400 ml.) was added to the residue, which was extracted twice with benzene (200 ml. portions). The benzene layers were washed thrice with 10% sodium hydroxide solution (150 ml. portions). The washe... As a reaction SMILES: [CH:1]1[C:6]([N+:7]([O-:9])=[O:8])=[CH:5][CH:4]=[C:3]([OH:10])[CH:2]=1.[CH2:11](Br)[CH2:12][CH2:13][CH3:14].C(=O)([O-])[O-].[K+].[K+]>CC(C)=O>[CH2:11]([O:10][C:3]1[CH:4]=[CH:5][C:6]([N+:7]([O-:9])=[O:8])=[CH:1][CH:2]=1)[CH2:12][CH2:13][CH3:14] |f:2.3.4|. Starting materials: ClCCCBr, [Li]CCCC, COc1ccc(CSc2ccc(C)cc2)cc1OC, CCCCCC, CCOC(C)=O, C1CCOC1, c1cnc2c(c1)ccc1ncccc12. The product is COc1ccc(C(CCCCl)Sc2ccc(C)cc2)cc1OC. As a reaction SMILES: [Br:45][CH2:46][CH2:47][CH2:48][Cl:49].[CH2:40]([Li:41])[CH2:42][CH2:43][CH3:44].[CH3:1][O:2][c:3]1[c:4]([O:18][CH3:19])[cH:5][c:6]([CH2:9][S:10][c:11]2[cH:12][cH:13][c:14]([CH3:17])[cH:15][cH:16]2)[cH:7][cH:8]1.[CH3:34][CH2:35][CH2:36][CH2:37][CH2:38][CH3:39].[CH3:55][CH2:56][O:57][C:58](=[O:59])[CH3:60].[O:50]1[CH2:51][CH2:52][CH2:53][CH2:54]1.[n:20]1[c:21]2[c:22]([cH:23][cH:24][c:25]3[c:26]2[cH:27][cH:28][cH:29][n:30]3)[cH:31][cH:32][cH:33]1>>[CH3:1][O:2][c:3]1[c:4]([O:18][CH3:19])[cH:5][c:6]([CH:9]([S:10][c:11]2[cH:12][cH:13][c:14]([CH3:17])[cH:15][cH:16]2)[CH2:46][CH2:47][CH2:48][Cl:49])[cH:7][cH:8]1. Reactants: [H-].[K+] (potassium hydride), CI (Methyl iodide), NCCCCCCCCCCS(=O)(=O)O (10 -aminodecanesulfonic acid), C(=S)=S (carbon disulfide). The solvent is C(C)O (ethanol), O (water), C(C)O (ethanol). Run at time 12 hour. Yields the product S(=O)(=O)(O)CCCCCCCCCCNC(SC)=S (methyl 10-sulfodecyldithiocarbamate). RXN SMILES: [H-].[K+].[NH2:3][CH2:4][CH2:5][CH2:6][CH2:7][CH2:8][CH2:9][CH2:10][CH2:11][CH2:12][CH2:13][S:14]([OH:17])(=[O:16])=[O:15].[C:18](=[S:20])=[S:19].[CH3:21]I>C(O)C.O>[S:14]([CH2:13][CH2:12][CH2:11][CH2:10][CH2:9][CH2:8][CH2:7][CH2:6][CH2:5][CH2:4][NH:3][C:18](=[S:20])[S:19][CH3:21])([OH:17])(=[O:15])=[O:16] |f:0.1|. Reported procedure: A suspension of 56 g. (1.0 mol.) of potassium hydride and 118.7 g. (0.5 mol.) of 10 -aminodecanesulfonic acid in 170 ml. of water is stirred for 30 minutes at 25°, then 40 g. (0.52 mol.) of carbon disulfide and 80 ml. of ethanol are added and the reaction mixture is stirred at 25° for 12 hours. The mixture is refluxed gently for 2 hours and cooled. Methyl iodide (71 g., 0.3 mol.) and 130 ml. of ethanol are added to the mixture and it is stirred at 25° for 12 hours. The mixture is evaporated to r... The reactants are ClCCl, CI, COCCOCCOC, CCN(C(C)C)C(C)C, NCC(F)C[PH](=O)O. Product: CP(=O)(O)CC(F)CN. As a reaction SMILES: [CH2:29]([Cl:30])[Cl:31].[CH3:27][I:28].[CH3:9][O:10][CH2:11][CH2:12][O:13][CH2:14][CH2:15][O:16][CH3:17].[CH:18]([N:19]([CH2:20][CH3:21])[CH:22]([CH3:23])[CH3:24])([CH3:25])[CH3:26].[NH2:1][CH2:2][CH:3]([CH2:4][PH:5]([OH:6])=[O:7])[F:8]>>[NH2:1][CH2:2][CH:3]([CH2:4][P:5](=[O:6])([OH:7])[CH3:9])[F:8]. Reactants: Cl (HCl), NC[C@H](C1=CC(=CC(=C1)F)Br)N[S@@](=O)C(C)(C)C ((S)—N—((S)-2-amino-1-(3-bromo-5-fluorophenyl)ethyl)-2-methylpropane-2-sulfinamide), C(C)(=O)OC(C)=O (acetic anhydride), N1=CC=CC=C1 (pyridine). The solvent is C(Cl)Cl (DCM). Conditions: time 1 hour. Product: N[C@H](CNC(C)=O)C1=CC(=CC(=C1)F)Br ((S)—N-(2-amino-2-(3-bromo-5-fluorophenyl)ethyl)acetamide). Reaction SMILES: [NH2:1][CH2:2][C@@H:3]([NH:12][S@](C(C)(C)C)=O)[C:4]1[CH:9]=[C:8]([F:10])[CH:7]=[C:6]([Br:11])[CH:5]=1.N1C=CC=CC=1.[C:25](OC(=O)C)(=[O:27])[CH3:26].Cl>C(Cl)Cl>[NH2:12][C@@H:3]([C:4]1[CH:9]=[C:8]([F:10])[CH:7]=[C:6]([Br:11])[CH:5]=1)[CH2:2][NH:1][C:25](=[O:27])[CH3:26]. Procedure details: (S)—N—((S)-2-amino-1-(3-bromo-5-fluorophenyl)ethyl)-2-methylpropane-2-sulfinamide (100 mg, 0.297 mmol) was dissolved in DCM (988 μl), followed by pyridine (71.9 μl, 0.890 mmol) and acetic anhydride (28.0 μl, 0.297 mmol). The reaction mixture was stirred at room temperature for 1 h, extracted by EtOAc, washed by water and brine, dried over Na2SO4and concentrated. The residue was dissolved in Et2O (1 mL), then HCl (4 M in dioxane) (148 μl, 0.593 mmol) was added. The reaction mixture was stirred at...